Task: describe an organic reaction: reactants, conditions, products, and yield. Dataset: the Open Reaction Database (ORD), a public repository of structured organic reaction records The reactants are BrC1=CC=C(C=C1)C=1OC(=C(N1)CCN1[C@@H](CCC1)COC)C (2-(4-Bromo-phenyl)-4-[2-(S)-(+)-(2-methoxymethyl-pyrrolidin-1-yl)-ethyl]-5-methyl-oxazole), CS(=O)(=O)C1=CC=C(C=C1)B(O)O (4-methylsulfonylphenylboronic acid). The product is CS(=O)(=O)C1=CC=C(C=C1)C1=CC=C(C=C1)C=1OC(=C(N1)CCN1[C@@H](CCC1)COC)C (2-(4′-Methanesulfonyl-biphenyl-4-yl)-4-[2-(S)-(+)-(2-methoxymethyl-pyrrolidin-1-yl)-ethyl]-5-methyl-oxazole). Reaction SMILES: Br[C:2]1[CH:7]=[CH:6][C:5]([C:8]2[O:9][C:10]([CH3:23])=[C:11]([CH2:13][CH2:14][N:15]3[CH2:19][CH2:18][CH2:17][C@H:16]3[CH2:20][O:21][CH3:22])[N:12]=2)=[CH:4][CH:3]=1.[CH3:24][S:25]([C:28]1[CH:33]=[CH:32][C:31](B(O)O)=[CH:30][CH:29]=1)(=[O:27])=[O:26]>>[CH3:24][S:25]([C:28]1[CH:33]=[CH:32][C:31]([C:2]2[CH:7]=[CH:6][C:5]([C:8]3[O:9][C:10]([CH3:23])=[C:11]([CH2:13][CH2:14][N:15]4[CH2:19][CH2:18][CH2:17][C@H:16]4[CH2:20][O:21][CH3:22])[N:12]=3)=[CH:4][CH:3]=2)=[CH:30][CH:29]=1)(=[O:27])=[O:26]. Reported procedure: Starting with 2-(4-Bromo-phenyl)-4-[2-(S)-(+)-(2-methoxymethyl-pyrrolidin-1-yl)-ethyl]-5-methyl-oxazole (See Example 27) and 4-methylsulfonylphenylboronic acid, follow a procedure significantly analogous to Example 22 to give the titled compound. MS (m/e): 455.2 (M+1) Reactants: O1C=CC2=NC(=CC=C21)C=O (Furo[3,2-b]pyridine-5-carboxaldehyde), C(CC(=O)O)(=O)OCC (ethyl hydrogen malonate), C(C)(=O)[O-].[NH4+] (ammonium acetate). Procedure: A solution containing aldehyde 24-2 (1.5 g, 10 mmol), ethyl hydrogen malonate (1.6 g, 20 mmol), and ammonium acetate (3.8 g, 50 mmol) in anhydrous ethanol (125 mL) was heated at reflux for 8 h. After cooling to room temperature, the solvent was evaporated and the residue partitioned between sat. sodium bicarbonate and EtOAc, the organic layer removed, dried, and concentrated. Chromatography of the residue afforded the amino ester 24-3 as a waxy solid. Solvent: C(C)O (ethanol). Product: C(C)OC(CC(C1=CC=C2C(=N1)C=CO2)N)=O (3-Amino-3-(furo[3,2-b]pyridin-5-yl)-propionic acid ethyl ester). As a reaction SMILES: [O:1]1[C:9]2[C:4](=[N:5][C:6]([CH:10]=O)=[CH:7][CH:8]=2)[CH:3]=[CH:2]1.[C:12]([O:18][CH2:19][CH3:20])(=[O:17])[CH2:13]C(O)=O.C([O-])(=O)C.[NH4+:25]>C(O)C>[CH2:19]([O:18][C:12](=[O:17])[CH2:13][CH:10]([NH2:25])[C:6]1[N:5]=[C:4]2[CH:3]=[CH:2][O:1][C:9]2=[CH:8][CH:7]=1)[CH3:20] |f:2.3|.